Dataset: the Open Reaction Database (ORD), a public repository of structured organic reaction records. Task: describe an organic reaction: reactants, conditions, products, and yield Reactants: Brc1ccc2cn[nH]c2c1, c1ccc2[nH]ccc2c1. Product: c1ccc2[nH]ncc2c1. As a reaction SMILES: [Br:1][c:2]1[cH:3][cH:4][c:5]2[cH:6][n:7][nH:8][c:9]2[cH:10]1.[nH:11]1[c:12]2[c:13]([cH:14][cH:15][cH:16][cH:17]2)[cH:18][cH:19]1>>[cH:2]1[cH:3][cH:4][c:5]2[cH:6][n:7][nH:8][c:9]2[cH:10]1.